From a dataset of the Open Reaction Database (ORD), a public repository of structured organic reaction records. describe an organic reaction: reactants, conditions, products, and yield Reported procedure: 4.8 g of product obtained in stage A is heated to reflux for 3 hours with 4.8 g of sodium acetate in 48 cm3 of acetic anhydride. The mixture is cooled to room temperature and evaporated to dryness, the residue is taken up in 50 cm3 of water, filtered off and dried and 3.7 g of expected crude product are obtained. M.p. 165°-170° C. After crystallization in ethanol, 2.9 g of pure product are obtained. M.p. 169°-171° C. Isolated yield 82.0%. Product: CN(C1=CC=C(C=C1)S(=O)(=O)N1C(CCCC1)=O)C (1-[4-(Dimethylamino)benzenesulphonyl]-2-piperidinone). Run in C(C)(=O)OC(C)=O (acetic anhydride). As a reaction SMILES: [CH3:1][N:2]([CH3:20])[C:3]1[CH:8]=[CH:7][C:6]([S:9]([NH:12][CH2:13][CH2:14][CH2:15][CH2:16][C:17](O)=[O:18])(=[O:11])=[O:10])=[CH:5][CH:4]=1.C([O-])(=O)C.[Na+]>C(OC(=O)C)(=O)C>[CH3:1][N:2]([CH3:20])[C:3]1[CH:8]=[CH:7][C:6]([S:9]([N:12]2[CH2:13][CH2:14][CH2:15][CH2:16][C:17]2=[O:18])(=[O:11])=[O:10])=[CH:5][CH:4]=1 |f:1.2|. Starting materials: CN(C1=CC=C(C=C1)S(=O)(=O)NCCCCC(=O)O)C (5-(4-Dimethylaminobenzenesulphonylamino)valeric acid), C(C)(=O)[O-].[Na+] (sodium acetate). Reactants: C([O-])([O-])=O.[K+].[K+] (potassium carbonate), BrCCCl (1-bromo-2-chloroethane), C1(=CC=CC=C1)[C@@H]1COC=2C=CC=C3C4=C(C=CC=C4N1C23)O ((1R)-1-phenyl-1,2-dihydro[1,4]oxazino[2,3,4-jk]carbazol-7-ol). Solvent: CN(C)C=O (DMF). Run at temperature 85 celsius. The product is C1(=CC=CC=C1)[C@@H]1COC=2C=CC=C3C=4C(=CC=CC4N1C23)OCCCl (2-Chloroethyl (1R) 1-phenyl-1,2-dihydro[1,4]oxazino[2,3,4-jk]carbazol-7-yl ether). Isolated yield 54.1%. Reaction SMILES: [C:1]1([C@H:7]2[N:21]3[C:22]4[C:14]([C:15]5[C:20]3=[CH:19][CH:18]=[CH:17][C:16]=5[OH:23])=[CH:13][CH:12]=[CH:11][C:10]=4[O:9][CH2:8]2)[CH:6]=[CH:5][CH:4]=[CH:3][CH:2]=1.C(=O)([O-])[O-].[K+].[K+].Br[CH2:31][CH2:32][Cl:33]>CN(C=O)C>[C:1]1([C@H:7]2[N:21]3[C:22]4[C:14]([C:15]5[C:16]([O:23][CH2:31][CH2:32][Cl:33])=[CH:17][CH:18]=[CH:19][C:20]=53)=[CH:13][CH:12]=[CH:11][C:10]=4[O:9][CH2:8]2)[CH:2]=[CH:3][CH:4]=[CH:5][CH:6]=1 |f:1.2.3|. Procedure: To a mixture of (1R)-1-phenyl-1,2-dihydro[1,4]oxazino[2,3,4-jk]carbazol-7-ol (3.67 g, 12.19 mmol) in DMF (90 mL) is added potassium carbonate (8.4 g, 60.9 mmol) and 1-bromo-2-chloroethane (5.0 mL, 60.9 mmol). The mixture is heated to 85° C. for 24 h. The temperature is then increased to 95° C. and heated for 4 h. Mechanical stirring is employed and the reaction heated an additional 1.5 h. The mixture is then partitioned between water and Et2O. The layers are separated and the organic layer washe... Starting materials: CSc1ncc(C2(O)CCC3(CC2)OCCO3)s1, O=C(CNC(=O)c1cccc(C(F)(F)F)c1)NC1CNC1. The product is CSc1ncc(C2(O)CCC(N3CC(NC(=O)CNC(=O)c4cccc(C(F)(F)F)c4)C3)CC2)s1. RXN SMILES: [CH3:1][S:2][c:3]1[s:4][c:5]([C:8]2([OH:18])[CH2:9][CH2:10][C:11]3([O:12][CH2:13][CH2:14][O:15]3)[CH2:16][CH2:17]2)[cH:6][n:7]1.[NH:19]1[CH2:20][CH:21]([NH:23][C:24](=[O:25])[CH2:26][NH:27][C:28]([c:29]2[cH:30][c:31]([C:35]([F:36])([F:37])[F:38])[cH:32][cH:33][cH:34]2)=[O:39])[CH2:22]1>>[CH3:1][S:2][c:3]1[s:4][c:5]([C:8]2([OH:18])[CH2:9][CH2:10][CH:11]([N:19]3[CH2:20][CH:21]([NH:23][C:24](=[O:25])[CH2:26][NH:27][C:28]([c:29]4[cH:30][c:31]([C:35]([F:36])([F:37])[F:38])[cH:32][cH:33][cH:34]4)=[O:39])[CH2:22]3)[CH2:16][CH2:17]2)[cH:6][n:7]1. Procedure details: The title compound can be synthesized from 1-[4-(6-aminopurin-9-yl)phenyl]-3-(4-chloro-3-(trifluoromethyl)phenyl)urea hydrochloride and allyl isocyanate by using the same techniques as in Example 119. The reactants are Cl.NC1=C2N=CN(C2=NC=N1)C1=CC=C(C=C1)NC(=O)NC1=CC(=C(C=C1)Cl)C(F)(F)F (1-[4-(6-aminopurin-9-yl)phenyl]-3-(4-chloro-3-(trifluoromethyl)phenyl)urea hydrochloride), C(C=C)N=C=O (allyl isocyanate). RXN SMILES: Cl.[NH2:2][C:3]1[N:11]=[CH:10][N:9]=[C:8]2[C:4]=1[N:5]=[CH:6][N:7]2[C:12]1[CH:17]=[CH:16][C:15]([NH:18][C:19]([NH:21][C:22]2[CH:27]=[CH:26][C:25]([Cl:28])=[C:24]([C:29]([F:32])([F:31])[F:30])[CH:23]=2)=[O:20])=[CH:14][CH:13]=1.[CH2:33]([N:36]=[C:37]=[O:38])[CH:34]=[CH2:35]>>[CH2:33]([NH:36][C:37]([NH:2][C:3]1[N:11]=[CH:10][N:9]=[C:8]2[C:4]=1[N:5]=[CH:6][N:7]2[C:12]1[CH:13]=[CH:14][C:15]([NH:18][C:19]([NH:21][C:22]2[CH:27]=[CH:26][C:25]([Cl:28])=[C:24]([C:29]([F:31])([F:32])[F:30])[CH:23]=2)=[O:20])=[CH:16][CH:17]=1)=[O:38])[CH:34]=[CH2:35] |f:0.1|. The product is C(C=C)NC(=O)NC1=C2N=CN(C2=NC=N1)C1=CC=C(C=C1)NC(=O)NC1=CC(=C(C=C1)Cl)C(F)(F)F (1-Allyl-3-(9-{4-[3-(4-chloro-3-(trifluoromethyl)phenyl)ureido]phenyl}-9H-purin-6-yl)urea). The reactants are COc1cccc(Br)c1, [Li]CCCC, C1CCOC1, CCCCCC, O=Cc1cccc2ccccc12. The product is COc1cccc(C(O)c2cccc3ccccc23)c1. RXN SMILES: [Br:1][c:2]1[cH:3][c:4]([O:8][CH3:9])[cH:5][cH:6][cH:7]1.[CH2:16]([Li:17])[CH2:18][CH2:19][CH3:20].[CH2:33]1[O:34][CH2:35][CH2:36][CH2:37]1.[CH3:10][CH2:11][CH2:12][CH2:13][CH2:14][CH3:15].[CH:21](=[O:22])[c:23]1[cH:24][cH:25][cH:26][c:27]2[cH:28][cH:29][cH:30][cH:31][c:32]12>>[c:2]1([CH:21]([OH:22])[c:23]2[cH:24][cH:25][cH:26][c:27]3[cH:28][cH:29][cH:30][cH:31][c:32]23)[cH:3][c:4]([O:8][CH3:9])[cH:5][cH:6][cH:7]1. Reactants: [Br-], Br, CCc1ccc(-c2ccc(Cl)cc2)cc1N, O=N[O-], [Na+], O. Yields the product CCc1ccc(-c2ccc(Cl)cc2)cc1Br. Reaction SMILES: [Br-:21].[BrH:23].[Cl:1][c:2]1[cH:3][cH:4][c:5](-[c:8]2[cH:9][cH:10][c:11]([CH2:15][CH3:16])[c:12]([NH2:13])[cH:14]2)[cH:6][cH:7]1.[N:17]([O-:18])=[O:19].[Na+:20].[OH2:22]>>[Cl:1][c:2]1[cH:3][cH:4][c:5](-[c:8]2[cH:9][cH:10][c:11]([CH2:15][CH3:16])[c:12]([Br:21])[cH:14]2)[cH:6][cH:7]1. Reactants: N([C@@H](CCCCNC(=O)OCC1C2=CC=CC=C2C2=CC=CC=C12)C(=O)O)C(=O)OCC1C2=CC=CC=C2C2=CC=CC=C12 (FmocLys(Fmoc)OH), N([C@@H](C(C)C)C(=O)O)C(=O)OC(C)(C)C (Boc-ValOH). Solvent: CN(C)C=O (DMF). Product: N([C@@H](CCCCNC(=O)OCC1C2=CC=CC=C2C2=CC=CC=C12)C(=O)O)C(=O)OCC1C2=CC=CC=C2C2=CC=CC=C12.N([C@@H](C(C)C)C(=O)O)C(=O)OC(C)(C)C (FmocLys(Fmoc) BocVal). RXN SMILES: [NH:1]([C:28]([O:30][CH2:31][CH:32]1[C:44]2[C:39](=[CH:40][CH:41]=[CH:42][CH:43]=2)[C:38]2[C:33]1=[CH:34][CH:35]=[CH:36][CH:37]=2)=[O:29])[C@H:2]([C:25]([OH:27])=[O:26])[CH2:3][CH2:4][CH2:5][CH2:6][NH:7][C:8]([O:10][CH2:11][CH:12]1[C:24]2[C:19](=[CH:20][CH:21]=[CH:22][CH:23]=2)[C:18]2[C:13]1=[CH:14][CH:15]=[CH:16][CH:17]=2)=[O:9].[NH:45]([C:53]([O:55][C:56]([CH3:59])([CH3:58])[CH3:57])=[O:54])[C@H:46]([C:50]([OH:52])=[O:51])[CH:47]([CH3:49])[CH3:48]>CN(C=O)C>[NH:1]([C:28]([O:30][CH2:31][CH:32]1[C:44]2[C:39](=[CH:40][CH:41]=[CH:42][CH:43]=2)[C:38]2[C:33]1=[CH:34][CH:35]=[CH:36][CH:37]=2)=[O:29])[C@H:2]([C:25]([OH:27])=[O:26])[CH2:3][CH2:4][CH2:5][CH2:6][NH:7][C:8]([O:10][CH2:11][CH:12]1[C:24]2[C:19](=[CH:20][CH:21]=[CH:22][CH:23]=2)[C:18]2[C:13]1=[CH:14][CH:15]=[CH:16][CH:17]=2)=[O:9].[NH:45]([C:53]([O:55][C:56]([CH3:58])([CH3:57])[CH3:59])=[O:54])[C@H:46]([C:50]([OH:52])=[O:51])[CH:47]([CH3:49])[CH3:48] |f:3.4|. Reported procedure: Dry Versabeads A-1900 (315-500 μm, 0.2 mmol NH2/g) (1.20 g) were dissolved in dry DMF (10 mL) and coupled with FmocLys(Fmoc)OH (0.24 mmol, 1 eq) and Boc-ValOH (0.48 mmol, 2 eq) using the general SPPS coupling procedure.